describe an organic reaction: reactants, conditions, products, and yield From a dataset of the Open Reaction Database (ORD), a public repository of structured organic reaction records. Starting materials: COC(=O)CC(=O)OC, CN1CCCC1=O, [Cl-], CC(C)(C)OC(=O)N1CCN(CCc2cc(Cl)c([N+](=O)[O-])cc2Cl)CC1, [H-], [NH4+], [Na+]. Yields the product COC(=O)C(C(=O)OC)c1cc(CCN2CCN(C(=O)OC(C)(C)C)CC2)c(Cl)cc1[N+](=O)[O-]. Reaction SMILES: [C:27]([CH2:28][C:29](=[O:30])[O:31][CH3:32])(=[O:33])[O:34][CH3:35].[CH3:40][N:41]1[CH2:42][CH2:43][CH2:44][C:45]1=[O:46].[Cl-:38].[Cl:1][c:2]1[c:3]([N+:24](=[O:25])[O-:26])[cH:4][c:5]([Cl:23])[c:6]([CH2:8][CH2:9][N:10]2[CH2:11][CH2:12][N:13]([C:16](=[O:17])[O:18][C:19]([CH3:20])([CH3:21])[CH3:22])[CH2:14][CH2:15]2)[cH:7]1.[H-:36].[NH4+:39].[Na+:37]>>[c:2]1([CH:28]([C:27](=[O:33])[O:34][CH3:35])[C:29](=[O:30])[O:31][CH3:32])[c:3]([N+:24](=[O:25])[O-:26])[cH:4][c:5]([Cl:23])[c:6]([CH2:8][CH2:9][N:10]2[CH2:11][CH2:12][N:13]([C:16](=[O:17])[O:18][C:19]([CH3:20])([CH3:21])[CH3:22])[CH2:14][CH2:15]2)[cH:7]1. Reactants: CS(=O)(=O)CC1=C2N=C(C(=NC2=CC(=C1Cl)Cl)OC)OC ((6,7-dichloro-2,3-dimethoxyquinoxalin-5-yl)methyl methyl sulphone), C(OCC=C)(OCC=C)=O (diallyl carbonate), C1(=CC=CC=C1)P(CCP(C1=CC=CC=C1)C1=CC=CC=C1)C1=CC=CC=C1 (1,2-bis(diphenylphosphino)ethane), C(Cl)(Cl)Cl (chloroform). The reagents and catalysts are C=1C=CC(=CC1)/C=C/C(=O)/C=C/C2=CC=CC=C2.C=1C=CC(=CC1)/C=C/C(=O)/C=C/C2=CC=CC=C2.C=1C=CC(=CC1)/C=C/C(=O)/C=C/C2=CC=CC=C2.[Pd].[Pd] (tris(dibenzylideneacetone)dipalladium). Solvent: O1CCCC1 (tetrahydrofuran), ClCCl (dichloromethane), O1CCCC1 (tetrahydrofuran). Conditions: time 5 minute. Yields the product CS(=O)(=O)C(CC=C)C1=C2N=C(C(=NC2=CC(=C1Cl)Cl)OC)OC (1-(6,7-dichloro-2,3-dimethoxyquinoxalin-5-yl)-3-butenyl methyl sulphone). As a reaction SMILES: [CH3:1][S:2]([CH2:5][C:6]1[C:15]([Cl:16])=[C:14]([Cl:17])[CH:13]=[C:12]2[C:7]=1[N:8]=[C:9]([O:20][CH3:21])[C:10]([O:18][CH3:19])=[N:11]2)(=[O:4])=[O:3].C(=O)(OCC=C)O[CH2:24][CH:25]=[CH2:26].C(Cl)(Cl)Cl.C1(P(C2C=CC=CC=2)CCP(C2C=CC=CC=2)C2C=CC=CC=2)C=CC=CC=1>O1CCCC1.ClCCl.C1C=CC(/C=C/C(/C=C/C2C=CC=CC=2)=O)=CC=1.C1C=CC(/C=C/C(/C=C/C2C=CC=CC=2)=O)=CC=1.C1C=CC(/C=C/C(/C=C/C2C=CC=CC=2)=O)=CC=1.[Pd].[Pd]>[CH3:1][S:2]([CH:5]([C:6]1[C:15]([Cl:16])=[C:14]([Cl:17])[CH:13]=[C:12]2[C:7]=1[N:8]=[C:9]([O:20][CH3:21])[C:10]([O:18][CH3:19])=[N:11]2)[CH2:26][CH:25]=[CH2:24])(=[O:4])=[O:3] |f:6.7.8.9.10|. Procedure: A solution of (6,7-dichloro-2,3-dimethoxyquinoxalin-5-yl)methyl methyl sulphone (50 mg, 0.142 mmol) (Preparation 29) and diallyl carbonate (41 μl, 40 mg, 0.285 mmol) in dry tetrahydrofuran (0.8 ml) was added via cannula to a mixture of tris(dibenzylideneacetone)dipalladium (0 ml).chloroform adduct (7.4 mg, 0.007 mmol) and 1,2-bis(diphenylphosphino)ethane (11.3 mg, 0.028 mmol) in dry tetrahydrofuran (0.6 ml) under nitrogen at room temperature. The mixture was stirred at room temperature for 5 min... Reactants: C(C)(=O)OC(C)=O (acetic anhydride), C(CCC)N1C(=C(C2=CC=CC=C12)C(=O)C1=C(C(=O)O)C=CC=C1)C (2-[(1-n-butyl-2-methyl-3-indolyl)carbonyl]benzoic acid), CN(C1=CC(=CC=C1)N(C)C)C (N,N,N',N'-tetramethyl-m-phenylenediamine), ligroin, [OH-].[Na+] (sodium hydroxide). The solvent is O (water). Run at time 18 hour. Yields the product CN(C1=C(C=CC(=C1)N(C)C)C1(OC(=O)C2=CC=CC=C12)C1=C(N(C2=CC=CC=C12)CCCC)C)C (3-[2,4-bis(dimethylamino)phenyl]-3-(1-n-butyl-2-methyl-3-indolyl)phthalide), Formula III. Reaction SMILES: [CH2:1]([N:5]1[C:13]2[C:8](=[CH:9][CH:10]=[CH:11][CH:12]=2)[C:7]([C:14]([C:16]2[CH:24]=[CH:23][CH:22]=[CH:21][C:17]=2[C:18](O)=[O:19])=[O:15])=[C:6]1[CH3:25])[CH2:2][CH2:3][CH3:4].[CH3:26][N:27]([CH3:37])[C:28]1[CH:33]=[CH:32][CH:31]=[C:30]([N:34]([CH3:36])[CH3:35])[CH:29]=1.C(OC(=O)C)(=O)C.[OH-].[Na+]>O>[CH3:35][N:34]([CH3:36])[C:30]1[CH:29]=[C:28]([N:27]([CH3:37])[CH3:26])[CH:33]=[CH:32][C:31]=1[C:14]1([C:7]2[C:8]3[C:13](=[CH:12][CH:11]=[CH:10][CH:9]=3)[N:5]([CH2:1][CH2:2][CH2:3][CH3:4])[C:6]=2[CH3:25])[C:16]2[C:17](=[CH:21][CH:22]=[CH:23][CH:24]=2)[C:18](=[O:19])[O:15]1 |f:3.4|. Procedure: A mixture of 3.35 g (0.01 mole) of 2-[(1-n-butyl-2-methyl-3-indolyl)carbonyl]benzoic acid, prepared as described in part A above, 1.80 g (0.011 mole) of N,N,N',N'-tetramethyl-m-phenylenediamine and five ml of acetic anhydride was stirred at ambient temperature for a period of approximately 18 hours. The reaction mixture was then poured into a mixture of 40 ml of water, 40 ml of ligroin and 20 ml of 10 percent aqueous sodium hydroxide. The ligroin layer was separated and the white crystals which ... Yields the product COC(=O)c1ccc(CNc2nccc(-c3ccc(O)c(F)c3)n2)cc1. Starting materials: COC(=O)c1ccc(CNc2nccc(-c3ccc(OCc4ccccc4)c(F)c3)n2)cc1, CCOC(C)=O. As a reaction SMILES: [CH3:1][O:2][C:3]([c:4]1[cH:5][cH:6][c:7]([CH2:10][NH:11][c:12]2[n:13][cH:14][cH:15][c:16](-[c:18]3[cH:19][c:20]([F:32])[c:21]([O:24][CH2:25][c:26]4[cH:27][cH:28][cH:29][cH:30][cH:31]4)[cH:22][cH:23]3)[n:17]2)[cH:8][cH:9]1)=[O:33].[CH3:34][CH2:35][O:36][C:37]([CH3:38])=[O:39]>>[CH3:1][O:2][C:3]([c:4]1[cH:5][cH:6][c:7]([CH2:10][NH:11][c:12]2[n:13][cH:14][cH:15][c:16](-[c:18]3[cH:19][c:20]([F:32])[c:21]([OH:24])[cH:22][cH:23]3)[n:17]2)[cH:8][cH:9]1)=[O:33]. The product is O=C(NCc1cc(NC2CCCC2)c2[nH]c(C3=NC(CO)CS3)cc2c1)c1ccco1. As a reaction SMILES: [NH2:1][CH2:2][c:3]1[cH:4][c:5]2[cH:6][c:7]([C:18]3=[N:22][CH:21]([CH2:23][OH:24])[CH2:20][S:19]3)[nH:8][c:9]2[c:10]([NH:12][CH:13]2[CH2:14][CH2:15][CH2:16][CH2:17]2)[cH:11]1.[OH:25][C:26](=[O:27])[c:28]1[cH:29][cH:30][cH:31][o:32]1>>[NH:1]([CH2:2][c:3]1[cH:4][c:5]2[cH:6][c:7]([C:18]3=[N:22][CH:21]([CH2:23][OH:24])[CH2:20][S:19]3)[nH:8][c:9]2[c:10]([NH:12][CH:13]2[CH2:14][CH2:15][CH2:16][CH2:17]2)[cH:11]1)[C:26](=[O:25])[c:28]1[cH:29][cH:30][cH:31][o:32]1. Reactants: NCc1cc(NC2CCCC2)c2[nH]c(C3=NC(CO)CS3)cc2c1, O=C(O)c1ccco1. Reactants: Cc1ccc(Br)cc1[N+](=O)[O-], O=C([O-])[O-], Oc1ccc(F)cc1, [K+], [K+], N#N, c1ccncc1. Product: Cc1ccc(Oc2ccc(F)cc2)cc1[N+](=O)[O-]. Reaction SMILES: [Br:1][c:2]1[cH:3][c:4]([N+:9](=[O:10])[O-:11])[c:5]([CH3:8])[cH:6][cH:7]1.[C:20](=[O:21])([O-:22])[O-:23].[F:12][c:13]1[cH:14][cH:15][c:16]([OH:19])[cH:17][cH:18]1.[K+:24].[K+:25].[N:26]#[N:27].[cH:28]1[cH:29][cH:30][n:31][cH:32][cH:33]1>>[c:2]1([O:19][c:16]2[cH:15][cH:14][c:13]([F:12])[cH:18][cH:17]2)[cH:3][c:4]([N+:9](=[O:10])[O-:11])[c:5]([CH3:8])[cH:6][cH:7]1.